From a dataset of the Open Reaction Database (ORD), a public repository of structured organic reaction records. describe an organic reaction: reactants, conditions, products, and yield The product is FC=1C=C2C(=C(NC2=CC1)C(C=1C(N(C(C1O)C(C)C)C)=O)C1=CC=CC=C1)C (3-[(5-Fluoro-3-methyl-1H-indol-2-yl)-phenyl-methyl]-4-hydroxy-5-isopropyl-1-methyl-1,5-dihydro-pyrrol-2-one). RXN SMILES: [OH:1][C:2]1[CH:6]([CH:7]([CH3:9])[CH3:8])[N:5]([CH3:10])[C:4](=[O:11])[CH:3]=1.[CH:12](=O)[C:13]1[CH:18]=[CH:17][CH:16]=[CH:15][CH:14]=1.[F:20][C:21]1[CH:22]=[C:23]2[C:27](=[CH:28][CH:29]=1)[NH:26][CH:25]=[C:24]2[CH3:30]>>[F:20][C:21]1[CH:22]=[C:23]2[C:27](=[CH:28][CH:29]=1)[NH:26][C:25]([CH:12]([C:13]1[CH:18]=[CH:17][CH:16]=[CH:15][CH:14]=1)[C:3]1[C:4](=[O:11])[N:5]([CH3:10])[CH:6]([CH:7]([CH3:9])[CH3:8])[C:2]=1[OH:1])=[C:24]2[CH3:30]. Reported procedure: Using general procedure C, 4-hydroxy-5-isopropyl-1-methyl-1,5-dihydro-pyrrol-2-one (Lit. 12) was reacted with benzaldehyde and 5-fluoro-3-methyl-1H-indole to give the title compound as a yellow solid. MS: 391.3 ([M−H]−). Reactants: OC1=CC(N(C1C(C)C)C)=O (4-hydroxy-5-isopropyl-1-methyl-1,5-dihydro-pyrrol-2-one), C(C1=CC=CC=C1)=O (benzaldehyde), FC=1C=C2C(=CNC2=CC1)C (5-fluoro-3-methyl-1H-indole). Starting materials: C1(CCCCC1)CCO (2-cyclohexylethanol), [Cr](=O)(=O)([O-])Cl.[NH+]1=CC=CC=C1 (pyridinium chlorochromate), CCOCC (ether). Solvent: C(Cl)Cl (methylene chloride), C(Cl)Cl (methylene chloride). Reaction conditions: time 1 hour. The product is C1(CCCCC1)CC=O (Cyclohexylacetaldehyde). Yield: 55.5%. As a reaction SMILES: [Cr](Cl)([O-])(=O)=O.[NH+]1C=CC=CC=1.[CH:12]1([CH2:18][CH2:19][OH:20])[CH2:17][CH2:16][CH2:15][CH2:14][CH2:13]1.CCOCC>C(Cl)Cl>[CH:12]1([CH2:18][CH:19]=[O:20])[CH2:17][CH2:16][CH2:15][CH2:14][CH2:13]1 |f:0.1|. Procedure: A suspension of 100 g (0.46 moles) of pyridinium chlorochromate and 100 g of celite in 800 ml of methylene chloride was stirred vigorously while 38 g (0.3 moles) of 2-cyclohexylethanol in 200 ml of methylene chloride was added all at once. The reaction turned dark immediately and became mildly exothermic. After 1 hour, 1000 ml of ether was added and the reaction mixture was filtered through a bed of silica gel (ca. 250 g) on a fritted glass disk. The pad was rinsed with an additional liter of et... Starting materials: FC=1C=CC(=C(C1)C=NC(=C)O[Si](C)(C)C)C (1-(5-fluoro-2-methyl-phenyl)-3-trimethylsilyoxy-2-aza-1,3-butadiene), C(C)(C)(C)OC(=O)N1C(\C(\C2=CC=C(C=C12)Cl)=C/C1=C(C=CC(=C1)Cl)OCC1(CCCC1)C#N)=O (Z-6-Chloro-3-[5-chloro-2-(1-cyano-cyclopentylmethoxy)-benzylidene]-2-oxo-2,3-dihydro-indole-1-carboxylic acid tert-butyl ester), CO (methanol). Run in C1(=CC=CC=C1)C (toluene). Conditions: temperature 70 celsius. The product is C(C)(C)(C)OC(=O)N1C(C2(C(NC(CC2C2=C(C=CC(=C2)Cl)OCC2(CCCC2)C#N)=O)C2=C(C=CC(=C2)F)C)C2=CC=C(C=C12)Cl)=O (racemic (2′S,3S,4′R)-6-chloro-4′-[5-chloro-2-(1-cyano-cyclopentyl-methoxy)-phenyl]-2′-(5-fluoro-2-methyl-phenyl)-2,3-dihydro-2,6′-dioxo spiro[indole-3,3′-piperidine]-1-carboxylic acid tert-butyl ester). The yield is 6.2%. RXN SMILES: [F:1][C:2]1[CH:3]=[CH:4][C:5]([CH3:17])=[C:6]([CH:8]=[N:9][C:10]([O:12][Si](C)(C)C)=[CH2:11])[CH:7]=1.[C:18]([O:22][C:23]([N:25]1[C:33]2[C:28](=[CH:29][CH:30]=[C:31]([Cl:34])[CH:32]=2)/[C:27](=[CH:35]/[C:36]2[CH:41]=[C:40]([Cl:42])[CH:39]=[CH:38][C:37]=2[O:43][CH2:44][C:45]2([C:50]#[N:51])[CH2:49][CH2:48][CH2:47][CH2:46]2)/[C:26]1=[O:52])=[O:24])([CH3:21])([CH3:20])[CH3:19].CO>C1(C)C=CC=CC=1>[C:18]([O:22][C:23]([N:25]1[C:33]2[C:28](=[CH:29][CH:30]=[C:31]([Cl:34])[CH:32]=2)[C:27]2([CH:35]([C:36]3[CH:41]=[C:40]([Cl:42])[CH:39]=[CH:38][C:37]=3[O:43][CH2:44][C:45]3([C:50]#[N:51])[CH2:49][CH2:48][CH2:47][CH2:46]3)[CH2:12][C:10](=[O:11])[NH:9][CH:8]2[C:6]2[CH:7]=[C:2]([F:1])[CH:3]=[CH:4][C:5]=2[CH3:17])[C:26]1=[O:52])=[O:24])([CH3:21])([CH3:19])[CH3:20]. Procedure: To a solution of 1-(5-fluoro-2-methyl-phenyl)-3-trimethylsilyoxy-2-aza-1,3-butadiene (30 mmol) in toluene (30 mL) was added E/Z-6-Chloro-3-[5-chloro-2-(1-cyano-cyclopentylmethoxy)-benzylidene]-2-oxo-2,3-dihydro-indole-1-carboxylic acid tert-butyl ester (6 g, 11.7 mmol). Then the reaction mixture were heated at 70° C. overnight. After the solution was cooled to room temperature, methanol was added. The solution was concentrated and the residue was purified by flash column to give the title compou... Starting materials: CC(=O)O, [H][H], O=[N+]([O-])c1cccc(-n2ccnc2)c1. Reaction SMILES: [CH3:17][C:18](=[O:19])[OH:20].[H:15][H:16].[N+:1]([O-:2])(=[O:3])[c:4]1[cH:5][c:6](-[n:10]2[cH:11][n:12][cH:13][cH:14]2)[cH:7][cH:8][cH:9]1>>[NH2:1][c:4]1[cH:5][c:6](-[n:10]2[cH:11][n:12][cH:13][cH:14]2)[cH:7][cH:8][cH:9]1. Yields the product Nc1cccc(-n2ccnc2)c1. Reactants: ClC1=CC=C(C=C1)N=C=O (1-chloro-4-isocyanatobenzene), NC1=CC=C(C=C1)C1=CN=C(O1)C(=O)NC(C(=O)OC)C(C)C (methyl 2-(5-(4-aminophenyl)oxazole-2-carboxamido)-3-methylbutanoate). Product: ClC1=CC=C(C=C1)NC(NC1=CC=C(C=C1)C1=CN=C(O1)C(=O)N[C@H](C(=O)OC)C(C)C)=O ((S)-Methyl 2-(5-(4-(3-(4-chlorophenyl)ureido)phenyl)oxazole-2-carboxamido)-3-methylbutanoate). RXN SMILES: [Cl:1][C:2]1[CH:7]=[CH:6][C:5]([N:8]=[C:9]=[O:10])=[CH:4][CH:3]=1.[NH2:11][C:12]1[CH:17]=[CH:16][C:15]([C:18]2[O:22][C:21]([C:23]([NH:25][CH:26]([CH:31]([CH3:33])[CH3:32])[C:27]([O:29][CH3:30])=[O:28])=[O:24])=[N:20][CH:19]=2)=[CH:14][CH:13]=1>>[Cl:1][C:2]1[CH:7]=[CH:6][C:5]([NH:8][C:9](=[O:10])[NH:11][C:12]2[CH:17]=[CH:16][C:15]([C:18]3[O:22][C:21]([C:23]([NH:25][C@@H:26]([CH:31]([CH3:33])[CH3:32])[C:27]([O:29][CH3:30])=[O:28])=[O:24])=[N:20][CH:19]=3)=[CH:14][CH:13]=2)=[CH:4][CH:3]=1. Procedure: The title compound was synthesized analogous to Example 1, using 1-chloro-4-isocyanatobenzene (0.533 mmol) and intermediate 1. 1H NMR (DMSO-d6, 300 MHz): δ 9.011-8.983 (d, 2H), 8.919 (s, 1H), 7.813 (s, 1H), 7.792-7.763 (d, J=8.7 Hz, 2H), 7.624-7.595 (d, J=8.7 Hz, 2H), 7.518-7.488 (d, J=9 Hz, 2H), 7.357-7.327 (d, J=9 Hz, 2H), 4.327-4.276 (m, 1H), 3.680 (s, 3H), 2.285-2.216 (m, 1H), 0.979-0.957 (d, J=6.6 Hz, 6H); MS (ESI) m/z 471 (M+H)+. Starting materials: CCOC(C)=O, O=C(OO)c1cccc(Cl)c1, CN(C)c1ccc(N(C)C)c(Sc2nc3ccccc3[nH]2)c1. The product is CN(C)c1ccc(N(C)C)c(S(=O)c2nc3ccccc3[nH]2)c1. As a reaction SMILES: [CH3:34][CH2:35][O:36][C:37](=[O:38])[CH3:39].[Cl:23][c:24]1[cH:25][cH:26][cH:27][c:28]([C:29]([O:30][OH:32])=[O:31])[cH:33]1.[nH:1]1[c:2]([S:10][c:11]2[c:12]([N:20]([CH3:21])[CH3:22])[cH:13][cH:14][c:15]([N:17]([CH3:18])[CH3:19])[cH:16]2)[n:3][c:4]2[c:5]1[cH:6][cH:7][cH:8][cH:9]2>>[nH:1]1[c:2]([S:10]([c:11]2[c:12]([N:20]([CH3:21])[CH3:22])[cH:13][cH:14][c:15]([N:17]([CH3:18])[CH3:19])[cH:16]2)=[O:31])[n:3][c:4]2[c:5]1[cH:6][cH:7][cH:8][cH:9]2.